Dataset: the Open Reaction Database (ORD), a public repository of structured organic reaction records. Task: describe an organic reaction: reactants, conditions, products, and yield The reactants are NC[C@@H]1O[C@@H](CC2=C(C(=CC=C12)C)OC)C1CCN(CC1)CCC(C)NC(C1=CC=C(C=C1)Cl)=O (N-{3-[4-((1R,3S)-1-aminomethyl-5-methoxy-6-methyl-isochroman-3-yl)-piperidin-1-yl]-1-methyl-propyl}-4-chloro-benzamide), B(Cl)(Cl)Cl (BCl3). Run in ClCCl (dichloromethane). Conditions: temperature -20 celsius, time 2 hour. The product is Cl.Cl.NC[C@@H]1O[C@@H](CC2=C(C(=CC=C12)C)O)C1CCN(CC1)CCC(C)NC(C1=CC=C(C=C1)Cl)=O (N-{3-[4-((1R,3S)-1-Aminomethyl-5-hydroxy-6-methyl-isochroman-3-yl)-piperidin-1-yl]-1-methyl-propyl}-4-chloro-benzamide dihydrochloride). RXN SMILES: [NH2:1][CH2:2][C@H:3]1[C:12]2[C:7](=[C:8]([O:14]C)[C:9]([CH3:13])=[CH:10][CH:11]=2)[CH2:6][C@@H:5]([CH:16]2[CH2:21][CH2:20][N:19]([CH2:22][CH2:23][CH:24]([NH:26][C:27](=[O:35])[C:28]3[CH:33]=[CH:32][C:31]([Cl:34])=[CH:30][CH:29]=3)[CH3:25])[CH2:18][CH2:17]2)[O:4]1.B(Cl)(Cl)[Cl:37]>ClCCl>[ClH:34].[ClH:37].[NH2:1][CH2:2][C@H:3]1[C:12]2[C:7](=[C:8]([OH:14])[C:9]([CH3:13])=[CH:10][CH:11]=2)[CH2:6][C@@H:5]([CH:16]2[CH2:21][CH2:20][N:19]([CH2:22][CH2:23][CH:24]([NH:26][C:27](=[O:35])[C:28]3[CH:33]=[CH:32][C:31]([Cl:34])=[CH:30][CH:29]=3)[CH3:25])[CH2:18][CH2:17]2)[O:4]1 |f:3.4.5|. Procedure: Cool a solution of N-{3-[4-((1R,3S)-1-aminomethyl-5-methoxy-6-methyl-isochroman-3-yl)-piperidin-1-yl]-1-methyl-propyl}-4-chloro-benzamide in anhydrous dichloromethane (4 mL) to −20° C., and add 6 equivalents of BCl3 (using 1M BCl3 in dichloromethane) slowly into the solution. Following complete addition, stir the reaction mixture at −20° C. for 2 hours and 0° C. for 1 hour. Cool again to −20° C. and quench with anhydrous CH3OH (0.5 mL). Allow the resulting solution to warm to room temperature an... Reactants: [H-].[Al+3].[Li+].[H-].[H-].[H-] (Lithium aluminium hydride), C1(=CC=CC=C1)C(OCC(C)(C)N(C)CCC1=CC=C(C=C1)C(=O)OC)C1=CC=CC=C1 (1-diphenylmethoxy-2-[N-(4-methoxycarbonylphenethyl)-N-methylamino]-2-methylpropane). The solvent is CCOCC (ether). Reaction conditions: time 17 hour. Yields the product C1(=CC=CC=C1)C(OCC(C)(C)N(C)CCC1=CC=C(C=C1)CO)C1=CC=CC=C1 (1-Diphenylmethoxy-2-[N-(4-hydroxymethylphenethyl)-N-methylamino]-2-methylpropane). Yield: 86.9%. RXN SMILES: [H-].[Al+3].[Li+].[H-].[H-].[H-].[C:7]1([CH:13]([C:33]2[CH:38]=[CH:37][CH:36]=[CH:35][CH:34]=2)[O:14][CH2:15][C:16]([N:19]([CH2:21][CH2:22][C:23]2[CH:28]=[CH:27][C:26]([C:29](OC)=[O:30])=[CH:25][CH:24]=2)[CH3:20])([CH3:18])[CH3:17])[CH:12]=[CH:11][CH:10]=[CH:9][CH:8]=1>CCOCC>[C:33]1([CH:13]([C:7]2[CH:12]=[CH:11][CH:10]=[CH:9][CH:8]=2)[O:14][CH2:15][C:16]([N:19]([CH2:21][CH2:22][C:23]2[CH:24]=[CH:25][C:26]([CH2:29][OH:30])=[CH:27][CH:28]=2)[CH3:20])([CH3:17])[CH3:18])[CH:34]=[CH:35][CH:36]=[CH:37][CH:38]=1 |f:0.1.2.3.4.5|. Reported procedure: Lithium aluminium hydride (38 mg) was added to a stirred, ice-cooled solution of 1-diphenylmethoxy-2-[N-(4-methoxycarbonylphenethyl)-N-methylamino]-2-methylpropane (160 mg) (see Example 13) in ether (15 ml) and the mixture was stirred at room temperature for 17 hours, heated under reflux for 4 hours, quenched by the sequential dropwise addition with stirring of a solution of water (38 mg) in tetrahydrofuran (2 ml), 15% aqueous sodium hydroxide solution (38 mg) and water (114 mg), stirred at room... Reactants: C(C)OCC (diethyl ether), C(C)(=O)O[C@H]1[C@@H](C2=C1C=CC=C2)OC(C)=O (trans-1,2-diacetoxy-1,2-dihydrobenzocyclobutene), C1OC2(CC(CC=3C(C=CC(C23)=O)=O)(C(=O)OC)O)OC1 (methyl rac-4,4-ethylenedioxy-1,2,3,4,5,8-hexahydro-2-hydroxy-5,8-dioxonaphthalene-2-carboxylate). Run in C=1(C(=CC=CC1)C)C (xylene). Product: C1OC2(CC(CC=3C(C4=CC5=CC=CC=C5C=C4C(C23)=O)=O)(C(=O)OC)O)OC1 (methyl rac-4,4-ethylenedioxy-1,2,3,4,5,12-hexahydro-2-hydroxy-5,12-dioxonaphthacene-2-carboxylate). Yield: 74.6%. Reaction SMILES: C(O[C@@H:5]1[C:8]2[CH:9]=[CH:10][CH:11]=[CH:12][C:7]=2[C@H:6]1OC(=O)C)(=O)C.[CH2:17]1[CH2:37][O:36][C:19]2([C:28]3[C:27](=[O:29])[CH:26]=[CH:25][C:24](=[O:30])[C:23]=3[CH2:22][C:21]([OH:35])([C:31]([O:33][CH3:34])=[O:32])[CH2:20]2)[O:18]1.C(OCC)C>C1(C)C(C)=CC=CC=1>[CH2:37]1[CH2:17][O:18][C:19]2([C:28]3[C:27](=[O:29])[C:26]4[C:25](=[CH:6][C:7]5[C:8]([CH:5]=4)=[CH:9][CH:10]=[CH:11][CH:12]=5)[C:24](=[O:30])[C:23]=3[CH2:22][C:21]([OH:35])([C:31]([O:33][CH3:34])=[O:32])[CH2:20]2)[O:36]1. Procedure: A solution of 200 mg of trans-1,2-diacetoxy-1,2-dihydrobenzocyclobutene and 100 mg of methyl rac-4,4-ethylenedioxy-1,2,3,4,5,8-hexahydro-2-hydroxy-5,8-dioxonaphthalene-2-carboxylate in 10 ml of xylene was stirred and heated under reflux for 1.5 hours under an atmosphere of nitrogen. The solution was evaporated to give a bright yellow crystalline residue. Trituration of this residue with diethyl ether gave 100 mg (74.5%) of methyl rac-4,4-ethylenedioxy-1,2,3,4,5,12-hexahydro-2-hydroxy-5,12-dioxon... Reactants: Brc1ccc(-c2ccccc2)cc1, O=C([O-])[O-], COc1ccc(O)cc1, CN(C)CC(=O)O, CCOC(C)=O, Cl, [Cs+], [Cs+], C1COCCO1, O. Product: COc1ccc(Oc2ccc(-c3ccccc3)cc2)cc1. RXN SMILES: [Br:1][c:2]1[cH:3][cH:4][c:5](-[c:8]2[cH:9][cH:10][cH:11][cH:12][cH:13]2)[cH:6][cH:7]1.[C:23](=[O:24])([O-:25])[O-:26].[CH3:14][O:15][c:16]1[cH:17][cH:18][c:19]([OH:22])[cH:20][cH:21]1.[CH3:30][N:31]([CH3:32])[CH2:33][C:34]([OH:35])=[O:36].[CH3:44][CH2:45][O:46][C:47](=[O:48])[CH3:49].[ClH:29].[Cs+:27].[Cs+:28].[O:37]1[CH2:38][CH2:39][O:40][CH2:41][CH2:42]1.[OH2:43]>>[c:2]1([O:22][c:19]2[cH:18][cH:17][c:16]([O:15][CH3:14])[cH:21][cH:20]2)[cH:3][cH:4][c:5](-[c:8]2[cH:9][cH:10][cH:11][cH:12][cH:13]2)[cH:6][cH:7]1. The reactants are C[C@H](C1=CC2=C(C=C1)C=C(C=C2)OC)C(=O)O ((R)-naproxen), CN(C)C[C@H]1CCCC[C@@]1(C2=CC(=CC=C2)OC)O ((+)-tramadol). Solvent: CO (methanol), CO (methanol). Conditions: temperature -197 celsius, time 30 minute. The product is CN(C)C[C@H]1CCCC[C@@]1(C2=CC(=CC=C2)OC)O.C[C@H](C1=CC2=C(C=C1)C=C(C=C2)OC)C(=O)O ((+)-tramadol (R)-naproxen), solid. Yield: 53.0%. RXN SMILES: [CH3:1][C@@H:2]([C:15]([OH:17])=[O:16])[C:3]1[CH:8]=[CH:7][C:6]2[CH:9]=[C:10]([O:13][CH3:14])[CH:11]=[CH:12][C:5]=2[CH:4]=1.[CH3:18][N:19]([CH2:21][C@@H:22]1[C@@:27]([OH:36])([C:28]2[CH:33]=[CH:32][CH:31]=[C:30]([O:34][CH3:35])[CH:29]=2)[CH2:26][CH2:25][CH2:24][CH2:23]1)[CH3:20]>CO>[CH3:20][N:19]([CH2:21][C@@H:22]1[C@@:27]([OH:36])([C:28]2[CH:33]=[CH:32][CH:31]=[C:30]([O:34][CH3:35])[CH:29]=2)[CH2:26][CH2:25][CH2:24][CH2:23]1)[CH3:18].[CH3:1][C@@H:2]([C:15]([OH:17])=[O:16])[C:3]1[CH:8]=[CH:7][C:6]2[CH:9]=[C:10]([O:13][CH3:14])[CH:11]=[CH:12][C:5]=2[CH:4]=1 |f:3.4|. Procedure: A solution of (R)-naproxen (751 mg, 3.26 mmol) in 4 mL of methanol was added to a solution of (+)-tramadol (430 mg, 1.63 mmol) in 1 mL of methanol. The mixture was stirred for 30 minutes and the solvent was evaporated under vacuum rendering an oil, which solidified by cooling to −197° C. The resulting solid was suspended in 10 mL of diisopropyl ether and stirred for 7 days at room temperature. The resulting suspension was filtered off. The filtrate was washed with 5 mL of diisopropyl ether and d... Starting materials: CCN(CC)CC#Cc1cc2nccc(Oc3ccc(N)cc3)c2s1, C1CCOC1, CN1CCOCC1, CC(C)COC(=O)Cl, O=C(O)C1(C(=O)Nc2ccc(F)cc2)CC1. The product is CCN(CC)CC#Cc1cc2nccc(Oc3ccc(NC(=O)OCC(C)C)cc3)c2s1. Reaction SMILES: [CH2:32]([CH3:33])[N:34]([CH2:35][C:36]#[C:37][c:38]1[cH:39][c:40]2[n:41][cH:42][cH:43][c:44]([O:47][c:48]3[cH:49][cH:50][c:51]([NH2:54])[cH:52][cH:53]3)[c:45]2[s:46]1)[CH2:55][CH3:56].[CH2:57]1[O:58][CH2:59][CH2:60][CH2:61]1.[CH3:17][N:18]1[CH2:19][CH2:20][O:21][CH2:22][CH2:23]1.[Cl:24][C:25](=[O:26])[O:27][CH2:28][CH:29]([CH3:30])[CH3:31].[F:1][c:2]1[cH:3][cH:4][c:5]([NH:6][C:7]([C:8]2([C:9]([OH:10])=[O:11])[CH2:12][CH2:13]2)=[O:14])[cH:15][cH:16]1>>[C:25](=[O:26])([O:27][CH2:28][CH:29]([CH3:30])[CH3:31])[NH:54][c:51]1[cH:50][cH:49][c:48]([O:47][c:44]2[cH:43][cH:42][n:41][c:40]3[cH:39][c:38]([C:37]#[C:36][CH2:35][N:34]([CH2:32][CH3:33])[CH2:55][CH3:56])[s:46][c:45]32)[cH:53][cH:52]1. The reactants are COC(=O)C=Cc1nn(C2CCCCC2)c(-c2ccc(OCc3ccccc3)cc2)c1-c1ccccc1, COC(=O)C=Cc1cc(-c2ccc(O)cc2)n(C2CCCCC2)n1. The product is COC(=O)C=Cc1nn(C2CCCCC2)c(-c2ccc(O)cc2)c1-c1ccccc1. As a reaction SMILES: [CH2:25]([c:26]1[cH:27][cH:28][cH:29][cH:30][cH:31]1)[O:32][c:33]1[cH:34][cH:35][c:36](-[c:39]2[c:40](-[c:56]3[cH:57][cH:58][cH:59][cH:60][cH:61]3)[c:41]([CH:50]=[CH:51][C:52](=[O:53])[O:54][CH3:55])[n:42][n:43]2[CH:44]2[CH2:45][CH2:46][CH2:47][CH2:48][CH2:49]2)[cH:37][cH:38]1.[CH:1]1([n:2]2[c:3](-[c:4]3[cH:5][cH:6][c:7]([OH:8])[cH:9][cH:10]3)[cH:11][c:12]([CH:13]=[CH:14][C:15]([O:16][CH3:17])=[O:18])[n:19]2)[CH2:20][CH2:21][CH2:22][CH2:23][CH2:24]1>>[OH:32][c:33]1[cH:34][cH:35][c:36](-[c:39]2[c:40](-[c:56]3[cH:57][cH:58][cH:59][cH:60][cH:61]3)[c:41]([CH:50]=[CH:51][C:52](=[O:53])[O:54][CH3:55])[n:42][n:43]2[CH:44]2[CH2:45][CH2:46][CH2:47][CH2:48][CH2:49]2)[cH:37][cH:38]1.